This data is from the Open Reaction Database (ORD), a public repository of structured organic reaction records. The task is: describe an organic reaction: reactants, conditions, products, and yield Reactants: C1=NC(=CC=2C3=CC=CC=C3NC12)C(=O)N (beta-carboline-3-carboxamide), COC(N(C)C)OC (dimethyl-formamide-dimethylacetal). Run at temperature 115 celsius. Yields the product CN(C)C=NC(=O)C=1N=CC=2NC3=CC=CC=C3C2C1 (N-[(dimethylamino)methylene]-beta-carboline-3-carboxamide). RXN SMILES: [CH:1]1[C:13]2[NH:12][C:11]3[C:6](=[CH:7][CH:8]=[CH:9][CH:10]=3)[C:5]=2[CH:4]=[C:3]([C:14]([NH2:16])=[O:15])[N:2]=1.CO[CH:19](OC)[N:20]([CH3:22])[CH3:21]>>[CH3:19][N:20]([CH:22]=[N:16][C:14]([C:3]1[N:2]=[CH:1][C:13]2[NH:12][C:11]3[C:6]([C:5]=2[CH:4]=1)=[CH:7][CH:8]=[CH:9][CH:10]=3)=[O:15])[CH3:21]. Reported procedure: A mixture of 1.0 g of beta-carboline-3-carboxamide and 3 ml of dimethyl-formamide-dimethylacetal is heated for 3 h at about 115° C. in an oil bath. After cooling, the crystals are collected on a glass frit and washed with 1 ml of dimethylformamide and then with 20 ml of ether. 1.2 g of N-[(dimethylamino)methylene]-beta-carboline-3-carboxamide with a m.p. of 307°-317° C. is obtained. The product is NC=1C=CC2=C(C(=NC(C(N2C)=O)(C)C)C2=C(C=CC=C2)F)C1 (7-amino-5-(o-fluorophenyl)-1,3-dihydro-1,3,3-trimethyl-2H-1,4-benzodiazepin-2-one). Reaction SMILES: [F:1][C:2]1[CH:7]=[CH:6][CH:5]=[CH:4][C:3]=1[C:8]1[C:14]2[CH:15]=[C:16]([N+:19]([O-])=O)[CH:17]=[CH:18][C:13]=2[N:12]([CH3:22])[C:11](=[O:23])[C:10]([CH3:25])([CH3:24])[N:9]=1.[Sn](Cl)Cl>Cl>[NH2:19][C:16]1[CH:17]=[CH:18][C:13]2[N:12]([CH3:22])[C:11](=[O:23])[C:10]([CH3:25])([CH3:24])[N:9]=[C:8]([C:3]3[CH:4]=[CH:5][CH:6]=[CH:7][C:2]=3[F:1])[C:14]=2[CH:15]=1. Reported procedure: 1.5 g (0.0044 mol) of 5-(o-fluorophenyl)-1,3-dihydro-1,3,3-trimethyl-7-nitro-2H-1,4-benzodiazepin-2-one are dissolved in 15 ml of concentrated hydrochloric acid, treated with 3.3 g of tin (II) chloride and stirred at room temperature for 15 minutes. The reaction mixture is poured into a mixture of ice and soda solution and extracted with methylene chloride. After drying and evaporating the organic phase, the residue is recrystallised from ether. There is obtained 7-amino-5-(o-fluorophenyl)-1,3-d... Reactants: FC1=C(C=CC=C1)C1=NC(C(N(C2=C1C=C(C=C2)[N+](=O)[O-])C)=O)(C)C (5-(o-fluorophenyl)-1,3-dihydro-1,3,3-trimethyl-7-nitro-2H-1,4-benzodiazepin-2-one), [Sn](Cl)Cl (tin (II) chloride). Run at time 15 minute. Solvent: Cl (hydrochloric acid). Reactants: C1CCOC1, Cl, COC(=O)c1cc(C(F)(F)F)ccc1NS(=O)(=O)C(F)(F)F, [Li+], [OH-], O. The product is O=C(O)c1cc(C(F)(F)F)ccc1NS(=O)(=O)C(F)(F)F. As a reaction SMILES: [CH2:26]1[O:27][CH2:28][CH2:29][CH2:30]1.[ClH:25].[F:1][C:2]([c:3]1[cH:4][cH:5][c:6]([NH:13][S:14](=[O:15])(=[O:16])[C:17]([F:18])([F:19])[F:20])[c:7]([C:8](=[O:9])[O:10][CH3:11])[cH:12]1)([F:21])[F:22].[Li+:23].[OH-:24].[OH2:31]>>[F:1][C:2]([c:3]1[cH:4][cH:5][c:6]([NH:13][S:14](=[O:15])(=[O:16])[C:17]([F:18])([F:19])[F:20])[c:7]([C:8](=[O:9])[OH:10])[cH:12]1)([F:21])[F:22]. Reactants: C(/C1=CC=CC=C1)=C\1/N=C(NC1=O)C1=C(C=CC(=C1)F)F ((Z)-4-benzylidene-2-(2,5-difluorophenyl)-1H-imidazol-5(4H)-one), C(\C=C\C)=O (trans-crotonaldehyde). Product: FC1=C(C=C(C=C1)F)C1=NC2=C(N1)OC(C(C2C2=CC=CC=C2)CC)=O (2-(2,5-difluorophenyl)-6-ethyl-7-phenyl-6,7-dihydropyrano[2,3-d]imidazol-5(3H)-one). Yield: 80.0%. RXN SMILES: [CH:1](=[C:8]1/[N:9]=[C:10]([C:14]2[CH:19]=[C:18]([F:20])[CH:17]=[CH:16][C:15]=2[F:21])[NH:11][C:12]/1=[O:13])/[C:2]1[CH:7]=[CH:6][CH:5]=[CH:4][CH:3]=1.[CH:22](=[O:26])/[CH:23]=[CH:24]/[CH3:25]>>[F:21][C:15]1[CH:16]=[CH:17][C:18]([F:20])=[CH:19][C:14]=1[C:10]1[NH:11][C:12]2[O:13][C:22](=[O:26])[CH:23]([CH2:24][CH3:25])[CH:1]([C:2]3[CH:3]=[CH:4][CH:5]=[CH:6][CH:7]=3)[C:8]=2[N:9]=1. Procedure details: Prepared according to the general procedure using (Z)-4-benzylidene-2-(2,5-difluorophenyl)-1H-imidazol-5(4H)-one and trans-crotonaldehyde. The unpurified residue was purified by flash chromatography using 15% EtOAc/hexanes to afford 18 as an off-white solid (85 mg, 80%). Analytical data for 18: 1H NMR (500 MHz, CDCl3) δ 9.43 (br s, 1H), 7.91 (ddd, J=9.3, 6.1, 3.2 Hz, 1H), 7.37-7.28 (m, 3H), 7.15-7.03 (m, 3H), 7.02-6.93 (m, 1H), 4.31 (d, J=6.9 Hz, 1H), 3.06 (q, J=6.8 Hz, 1H), 1.89-1.78 (m, 1H), 1... Starting materials: ClC(=O)OC(C)Cl (1-Chloroethyl chloroformate), C1(=CC=CC=C1)CN1CCC(=CC1)C1=CC=C(C=C1)NC(=O)C=1C(=CC=CC1)C1=CC=C(C=C1)C(F)(F)F (N-[4-[1,2,3,6-tetrahydro-1-(phenylmethyl)-4-pyridinyl]phenyl]-4′-(trifluoromethyl)-[1,1′-biphenyl]-2-carboxamide). Run in ClCCCl (1,2-dichloro-ethane). Run at time 30 minute. Product: N1CCC(=CC1)C1=CC=C(C=C1)NC(=O)C=1C(=CC=CC1)C1=CC=C(C=C1)C(F)(F)F (N-[4-(1,2,3,6-tetrahydro-4-pyridinyl)phenyl]-4′-(trifluoro-methyl)-[1,1′-biphenyl]-2-carboxamide). Isolated yield 126.2%. RXN SMILES: ClC(OC(Cl)C)=O.C1(C[N:15]2[CH2:20][CH:19]=[C:18]([C:21]3[CH:26]=[CH:25][C:24]([NH:27][C:28]([C:30]4[C:31]([C:36]5[CH:41]=[CH:40][C:39]([C:42]([F:45])([F:44])[F:43])=[CH:38][CH:37]=5)=[CH:32][CH:33]=[CH:34][CH:35]=4)=[O:29])=[CH:23][CH:22]=3)[CH2:17][CH2:16]2)C=CC=CC=1>ClCCCl>[NH:15]1[CH2:16][CH:17]=[C:18]([C:21]2[CH:22]=[CH:23][C:24]([NH:27][C:28]([C:30]3[C:31]([C:36]4[CH:37]=[CH:38][C:39]([C:42]([F:43])([F:44])[F:45])=[CH:40][CH:41]=4)=[CH:32][CH:33]=[CH:34][CH:35]=3)=[O:29])=[CH:25][CH:26]=2)[CH2:19][CH2:20]1. Procedure details: 1-Chloroethyl chloroformate (0.078 mol) was added dropwise to a stirring mixture of intermediate (20) (0.039 mol) in 1,2-dichloro-ethane (500 ml). The mixture was stirred for 30 minutes and then stirred and refluxed overnight. The solvent was evaporated. Methanol (500 ml) was added. The mixture was stirred and refluxed overnight. The solvent was evaporated. The residue was triturated in DIPE. The precipitate was filtered off and dried, yielding 20.8 g of N-[4-(1,2,3,6-tetrahydro-4-pyridinyl)phen...